This data is from the Open Reaction Database (ORD), a public repository of structured organic reaction records. The task is: describe an organic reaction: reactants, conditions, products, and yield Starting materials: BrCC=1C=CC=2C(=C(ON2)C2=CC=CC=C2)C1 (5-(bromomethyl)-3-phenyl-2,1-benzisoxazole), [C-]#N.[K+] (potassium cyanide), O (water), O1CCOCC1 (dioxane). Solvent: C(Cl)Cl (methylene chloride). The product is C1(=CC=CC=C1)C=1ON=C2C1C=C(C=C2)CC#N (3-Phenyl-2,1-benzisoxazole-5-acetonitrile). Isolated yield 114.7%. Reaction SMILES: Br[CH2:2][C:3]1[CH:4]=[CH:5][C:6]2[C:7]([CH:17]=1)=[C:8]([C:11]1[CH:16]=[CH:15][CH:14]=[CH:13][CH:12]=1)[O:9][N:10]=2.[C-:18]#[N:19].[K+].O.O1CCOCC1>C(Cl)Cl>[C:11]1([C:8]2[O:9][N:10]=[C:6]3[CH:5]=[CH:4][C:3]([CH2:2][C:18]#[N:19])=[CH:17][C:7]=23)[CH:16]=[CH:15][CH:14]=[CH:13][CH:12]=1 |f:1.2|. Reported procedure: A mixture of 9.1 g (0.032 mole) of 5-(bromomethyl)-3-phenyl-2,1-benzisoxazole, 9.8 g (0.15 mole) of potassium cyanide, 50 ml of water and 80 ml of dioxane was heated at reflux under nitrogen for 2.5 hr. The solution was cooled and diluted with 200 ml of methylene chloride. The layers were separated and the organic layer was washed twice with water (emulsion), dried over sodium sulfate and concentrated to give 8.6 g of a dark solid as residue. The solid was chromatographed on 180 g of silica gel ... Run at time 5 minute. Starting materials: CC(C)([O-])C.[Na+] (sodium-t-butoxide), Cl (HCl), C1(CCCCC1)P(C1=C(C=CC=C1)C1=C(C=CC=C1)N(C)C)C1CCCCC1 (2-dicyclohexylphosphino-2′-(N,N-dimethylamino)biphenyl), C(C)(C)N1[C@H](CN(CC1)C(=O)C1CCNCC1)C ((S)-1-isopropyl4-(piperidine-4-carbonyl]-2-methyl piperazine), BrC=1C=NC(=NC1)C(F)(F)F (5-Bromo-2-trifluoromethylpyrimidine). Run in C(Cl)Cl (DCM), CO (methanol), O1CCOCC1 (dioxane). Procedure: Tris(dibenzylideneacetone)dipalladium(0)(30 mg) and 2-dicyclohexylphosphino-2′-(N,N-dimethylamino)biphenyl (60 mg) were added to a solution of (S)-1-isopropyl4-(piperidine-4-carbonyl]-2-methyl piperazine (free base compound from D29)(0.134 g) and 5-bromo-2-trifluromethylpyrimidine (D30)(0.12 g) in degassed dioxane (3 ml). This was followed by the addition of sodium-t-butoxide (0.1 g). The reaction was carried out in a Personal Chemistry microwave reactor at 120° C. for 5 min. After cooling the r... The reagents and catalysts are C=1C=CC(=CC1)/C=C/C(=O)/C=C/C2=CC=CC=C2.C=1C=CC(=CC1)/C=C/C(=O)/C=C/C2=CC=CC=C2.C=1C=CC(=CC1)/C=C/C(=O)/C=C/C2=CC=CC=C2.[Pd].[Pd] (Tris(dibenzylideneacetone)dipalladium(0)). RXN SMILES: C1(P(C2CCCCC2)C2C=CC=CC=2C2C=CC=CC=2N(C)C)CCCCC1.[CH:29]([N:32]1[CH2:37][CH2:36][N:35]([C:38]([CH:40]2[CH2:45][CH2:44][NH:43][CH2:42][CH2:41]2)=[O:39])[CH2:34][C@@H:33]1[CH3:46])([CH3:31])[CH3:30].Br[C:48]1[CH:49]=[N:50][C:51]([C:54]([F:57])([F:56])[F:55])=[N:52][CH:53]=1.CC(C)([O-])C.[Na+].[ClH:64]>O1CCOCC1.CO.C(Cl)Cl.C1C=CC(/C=C/C(/C=C/C2C=CC=CC=2)=O)=CC=1.C1C=CC(/C=C/C(/C=C/C2C=CC=CC=2)=O)=CC=1.C1C=CC(/C=C/C(/C=C/C2C=CC=CC=2)=O)=CC=1.[Pd].[Pd]>[ClH:64].[CH:29]([N:32]1[CH2:37][CH2:36][N:35]([C:38]([CH:40]2[CH2:41][CH2:42][N:43]([C:48]3[CH:49]=[N:50][C:51]([C:54]([F:57])([F:56])[F:55])=[N:52][CH:53]=3)[CH2:44][CH2:45]2)=[O:39])[CH2:34][C@@H:33]1[CH3:46])([CH3:31])[CH3:30] |f:3.4,9.10.11.12.13,14.15|. The product is Cl.C(C)(C)N1[C@H](CN(CC1)C(=O)C1CCN(CC1)C=1C=NC(=NC1)C(F)(F)F)C ((S)-1-Isopropyl-4-[1-(2-trifluoromethyl-pyrimidin-5-yl)-piperidine-4-carbonyl]-2-methyl piperazine hydrochloride). The reactants are O1CCCC1 (tetrahydrofuran), C(\C=C\C(=O)O)(=O)O (fumaric acid), C(C=C)(=O)OCCO (hydroxyethyl acrylate). The reagents and catalysts are CC(C)(C#N)N=NC(C)(C)C#N (AIBN). The solvent is C(C)C(C)(CC)OC(C)(CC)CC (diethylethyl ether). Yields the product C(\C=C\C(=O)O)(=O)O.C(C=C)(=O)OCCO (Fumaric Acid Hydroxyethyl Acrylate). Yield: 92.0%. Reaction SMILES: O1CCCC1.[C:6]([OH:13])(=[O:12])/[CH:7]=[CH:8]/[C:9]([OH:11])=[O:10].[C:14]([O:18][CH2:19][CH2:20][OH:21])(=[O:17])[CH:15]=[CH2:16]>C(C(OC(CC)(CC)C)(CC)C)C.CC(N=NC(C#N)(C)C)(C#N)C>[C:6]([OH:13])(=[O:12])/[CH:7]=[CH:8]/[C:9]([OH:11])=[O:10].[C:14]([O:18][CH2:19][CH2:20][OH:21])(=[O:17])[CH:15]=[CH2:16] |f:5.6|. Procedure details: To 20 g of tetrahydrofuran (THF) were added 5 g of fumaric acid, 5 g of hydroxyethyl acrylate and 0.1 g of 2,2′-azobisisobutylronitrile (AIBN). The resulting mixture was reacted at 67° C. for 3 hours, after which, the resulting solution was dropped in diethylethyl ether, thereby obtaining 9.2 g of a photoresist polymer of Formula (IIa). Starting materials: Brc1ccc(Br)nc1, O=C([O-])[O-], CCO, Cc1ccccc1, [Na+], [Na+], OB(O)c1ccc(O)cc1, c1ccc(P(c2ccccc2)(c2ccccc2)[Pd](P(c2ccccc2)(c2ccccc2)c2ccccc2)(P(c2ccccc2)(c2ccccc2)c2ccccc2)P(c2ccccc2)(c2ccccc2)c2ccccc2)cc1. Yields the product Oc1ccc(-c2ccc(Br)cn2)cc1. Reaction SMILES: [Br:11][c:12]1[n:13][cH:14][c:15]([Br:18])[cH:16][cH:17]1.[C:19](=[O:20])([O-:21])[O-:22].[CH3:25][CH2:26][OH:27].[CH3:28][c:29]1[cH:30][cH:31][cH:32][cH:33][cH:34]1.[Na+:23].[Na+:24].[OH:1][c:2]1[cH:3][cH:4][c:5]([B:8]([OH:9])[OH:10])[cH:6][cH:7]1.[cH:35]1[cH:36][cH:37][c:38]([P:39]([Pd:40]([P:41]([c:42]2[cH:43][cH:44][cH:45][cH:46][cH:47]2)([c:48]2[cH:49][cH:50][cH:51][cH:52][cH:53]2)[c:54]2[cH:55][cH:56][cH:57][cH:58][cH:59]2)([P:60]([c:61]2[cH:62][cH:63][cH:64][cH:65][cH:66]2)([c:67]2[cH:68][cH:69][cH:70][cH:71][cH:72]2)[c:73]2[cH:74][cH:75][cH:76][cH:77][cH:78]2)[P:79]([c:80]2[cH:81][cH:82][cH:83][cH:84][cH:85]2)([c:86]2[cH:87][cH:88][cH:89][cH:90][cH:91]2)[c:92]2[cH:93][cH:94][cH:95][cH:96][cH:97]2)([c:98]2[cH:99][cH:100][cH:101][cH:102][cH:103]2)[c:104]2[cH:105][cH:106][cH:107][cH:108][cH:109]2)[cH:110][cH:111]1>>[OH:1][c:2]1[cH:3][cH:4][c:5](-[c:12]2[n:13][cH:14][c:15]([Br:18])[cH:16][cH:17]2)[cH:6][cH:7]1. Reactants: CC(C)O, CC(C)S(=O)(=O)c1ccccc1Nc1nc(Cl)ncc1Cl, CCN1C(=O)CNCc2cc(OC)c(N)cc21, O, Cc1ccc(S(=O)(=O)O)cc1. Yields the product CCN1C(=O)CNCc2cc(OC)c(Nc3ncc(Cl)c(Nc4ccccc4S(=O)(=O)C(C)C)n3)cc21. RXN SMILES: [CH:51]([OH:52])([CH3:53])[CH3:54].[Cl:18][c:19]1[n:20][cH:21][c:22]([Cl:38])[c:23]([NH:25][c:26]2[c:27]([S:32](=[O:33])(=[O:34])[CH:35]([CH3:36])[CH3:37])[cH:28][cH:29][cH:30][cH:31]2)[n:24]1.[NH2:1][c:2]1[c:3]([O:16][CH3:17])[cH:4][c:5]2[c:6]([cH:15]1)[N:7]([CH2:13][CH3:14])[C:8](=[O:12])[CH2:9][NH:10][CH2:11]2.[OH2:39].[c:40]1([CH3:41])[cH:42][cH:43][c:44]([S:45]([OH:46])(=[O:47])=[O:48])[cH:49][cH:50]1>>[NH:1]([c:2]1[c:3]([O:16][CH3:17])[cH:4][c:5]2[c:6]([cH:15]1)[N:7]([CH2:13][CH3:14])[C:8](=[O:12])[CH2:9][NH:10][CH2:11]2)[c:19]1[n:20][cH:21][c:22]([Cl:38])[c:23]([NH:25][c:26]2[c:27]([S:32](=[O:33])(=[O:34])[CH:35]([CH3:36])[CH3:37])[cH:28][cH:29][cH:30][cH:31]2)[n:24]1.